Dataset: the Open Reaction Database (ORD), a public repository of structured organic reaction records. Task: describe an organic reaction: reactants, conditions, products, and yield Starting materials: O=S(=O)(Nc1cc(Br)ccc1Cl)c1cccnc1, Cc1nc(N)ncc1B1OC(C)(C)C(C)(C)O1. The product is Cc1nc(N)ncc1-c1ccc(Cl)c(NS(=O)(=O)c2cccnc2)c1. RXN SMILES: [Br:18][c:19]1[cH:20][cH:21][c:22]([Cl:35])[c:23]([NH:25][S:26](=[O:27])(=[O:28])[c:29]2[cH:30][n:31][cH:32][cH:33][cH:34]2)[cH:24]1.[CH3:1][c:2]1[n:3][c:4]([NH2:17])[n:5][cH:6][c:7]1[B:8]1[O:9][C:10]([CH3:11])([CH3:12])[C:13]([CH3:14])([CH3:15])[O:16]1>>[CH3:1][c:2]1[n:3][c:4]([NH2:17])[n:5][cH:6][c:7]1-[c:19]1[cH:20][cH:21][c:22]([Cl:35])[c:23]([NH:25][S:26](=[O:27])(=[O:28])[c:29]2[cH:30][n:31][cH:32][cH:33][cH:34]2)[cH:24]1. The reactants are BrC1=CC=C(COC2=NC=C(C=C2)Cl)C=C1 (2-(4-bromobenzyloxy)-5-chloropyridine), CS(=O)(=O)N (methanesulfonamide), F[B-](F)(F)F.C(C)(C)(C)[PH+](C(C)(C)C)C(C)(C)C (tri-tert-butylphosphonium tetrafluoroborate), O1CCOCC1 (dioxane), N12CCCCCC2=NCCC1 (1,8-diazabicyclo[5.4.0]undec-7-ene). Reagents/catalysts: CC1=CC=CC=C1P(C2=CC=CC=C2C)C3=CC=CC=C3[CH2-].CC1=CC=CC=C1P(C2=CC=CC=C2C)C3=CC=CC=C3[CH2-].CC(=O)O.CC(=O)O.[Pd].[Pd] (Herrmann's palladacycle). Conditions: temperature 140 celsius. The product is ClC=1C=CC(=NC1)OCC1=CC=C(C(=O)NS(=O)(=O)C)C=C1 (4-{[(5-Chloropyridin-2-yl)oxy]methyl}-N-(methylsulfonyl)benzamide). Yield: 37.0%. As a reaction SMILES: Br[C:2]1[CH:16]=[CH:15][C:5]([CH2:6][O:7][C:8]2[CH:13]=[CH:12][C:11]([Cl:14])=[CH:10][N:9]=2)=[CH:4][CH:3]=1.[CH3:17][S:18]([NH2:21])(=[O:20])=[O:19].F[B-](F)(F)F.C([PH+](C(C)(C)C)C(C)(C)C)(C)(C)C.N12CCCN=C1CCCCC2.[O:51]1CCOC[CH2:52]1>CC1C(P(C2C([CH2-])=CC=CC=2)C2C(C)=CC=CC=2)=CC=CC=1.CC1C(P(C2C([CH2-])=CC=CC=2)C2C(C)=CC=CC=2)=CC=CC=1.CC(O)=O.CC(O)=O.[Pd].[Pd]>[Cl:14][C:11]1[CH:12]=[CH:13][C:8]([O:7][CH2:6][C:5]2[CH:15]=[CH:16][C:2]([C:52]([NH:21][S:18]([CH3:17])(=[O:20])=[O:19])=[O:51])=[CH:3][CH:4]=2)=[N:9][CH:10]=1 |f:2.3,6.7.8.9.10.11|. Procedure: A solution of 2-(4-bromobenzyloxy)-5-chloropyridine (Preparation 107, 0.12 g, 0.40 mmol), methanesulfonamide (0.10 g, 0.12 mmol), tri-tert-butylphosphonium tetrafluoroborate (12 mg, 0.04 mmol), Herrmann's palladacycle (18 mg, 0.02 mmol) and molybdenehexacarbonyl (105 mg, 0.40 mmol) was stirred in dioxane (2 mL). 1,8-diazabicyclo[5.4.0]undec-7-ene (0.18 mL, 0.12 mmol) was added in one portion, then the vial was sealed and heated in a microwave for 15 minutes at 140° C. The solvent was evaporated ... The reactants are ester, C(C)OC(CC#N)=O (Ethylcyanoacetate), N(=O)[O-].[Na+] (sodium nitrite), C(C)(=O)O (acetic acid). Solvent: O (water). Product: ON=C(C(=O)OCC)C#N (ethyl 2-hydroxyimino-2-cyanoacetate). As a reaction SMILES: [CH2:1]([O:3][C:4](=[O:8])[CH2:5][C:6]#[N:7])[CH3:2].[N:9]([O-])=[O:10].[Na+].C(O)(=O)C>O>[OH:10][N:9]=[C:5]([C:6]#[N:7])[C:4]([O:3][CH2:1][CH3:2])=[O:8] |f:1.2|. Reported procedure: Ethylcyanoacetate (11.3 g, 100 mmol) is added to a solution of sodium nitrite (8.3 g, 120 mmol) in distilled water (50 ml) and acetic acid (8.0 ml=8.4 g, 140 mmol) is added to the stirred mixture. The ester disappears and soon yellow crystals of the sodium derivative start to separate. Next day the crystals are collected and then dissolved in 2N HCl (50 ml). The product is extracted with ether (four times, 50 ml each time) and the extracts dried over anhydrous Na2SO4. Removal of the solvent by e... Starting materials: CS(=O)(=O)O.ClC1=C(C=CC(=C1)Cl)C1(OC1)CN1N=CN=C1 (2-(2,4-Dichlorophenyl)-2-(1H-1,2,4-triazol-1-ylmethyl)oxirane methanesulphonate salt), ClC1=CC=C(CS)C=C1 (4-chlorobenzyl mercaptan), C([O-])([O-])=O.[K+].[K+] (potassium carbonate). Solvent: CN(C=O)C (N,N-dimethylformamide), O (water). Product: ClC1=CC=C(CSCC(CN2N=CN=C2)(O)C2=C(C=C(C=C2)Cl)Cl)C=C1 (1-[3-(4-Chlorobenzylthio)-2-(2,4-dichlorophenyl)-2-hydroxypropyl]-1,2,4-triazole). Yield: 53.6%. Reaction SMILES: CS(O)(=O)=O.[Cl:6][C:7]1[CH:12]=[C:11]([Cl:13])[CH:10]=[CH:9][C:8]=1[C:14]1([CH2:17][N:18]2[CH:22]=[N:21][CH:20]=[N:19]2)[CH2:16][O:15]1.[Cl:23][C:24]1[CH:31]=[CH:30][C:27]([CH2:28][SH:29])=[CH:26][CH:25]=1.C(=O)([O-])[O-].[K+].[K+]>CN(C)C=O.O>[Cl:23][C:24]1[CH:31]=[CH:30][C:27]([CH2:28][S:29][CH2:16][C:14]([C:8]2[CH:9]=[CH:10][C:11]([Cl:13])=[CH:12][C:7]=2[Cl:6])([OH:15])[CH2:17][N:18]2[CH:22]=[N:21][CH:20]=[N:19]2)=[CH:26][CH:25]=1 |f:0.1,3.4.5|. Procedure details: 2-(2,4-Dichlorophenyl)-2-(1H-1,2,4-triazol-1-ylmethyl)oxirane methanesulphonate salt (0.336 g, 1 mmole), 4-chlorobenzyl mercaptan, (0.159 g, 1 mmole) and anhydrous potassium carbonate (0.414 g, 3 mmole) were stirred in dry N,N-dimethylformamide (15 ml) at 70° C. for 72 hours. The reaction mixture was diluted with water (70 ml) and extracted with ethyl acetate (2×70 ml). The extracts were combined and evaporated to give an oil which crystallized on standing. Recrystallization from a mixture of et... As a reaction SMILES: [CH3:1][O:2][c:3]1[cH:4][cH:5][c:6]([CH2:7][n:8]2[n:9][c:10](-[c:35]3[cH:36][cH:37][c:38]([C:41]([NH:42][CH3:43])=[O:44])[cH:39][cH:40]3)[c:11]3[c:12]2[n:13][cH:14][cH:15][c:16]3[O:17][c:18]2[c:19]([F:34])[cH:20][c:21]([NH:24][C:25](=[O:26])[CH:27]3[C:28](=[O:33])[N:29]([CH3:32])[CH2:30][CH2:31]3)[cH:22][cH:23]2)[cH:45][cH:46]1.[F:47][C:48]([F:49])([F:50])[C:51]([OH:52])=[O:53]>>[nH:8]1[n:9][c:10](-[c:35]2[cH:36][cH:37][c:38]([C:41]([NH:42][CH3:43])=[O:44])[cH:39][cH:40]2)[c:11]2[c:12]1[n:13][cH:14][cH:15][c:16]2[O:17][c:18]1[c:19]([F:34])[cH:20][c:21]([NH:24][C:25](=[O:26])[CH:27]2[C:28](=[O:33])[N:29]([CH3:32])[CH2:30][CH2:31]2)[cH:22][cH:23]1. The reactants are CNC(=O)c1ccc(-c2nn(Cc3ccc(OC)cc3)c3nccc(Oc4ccc(NC(=O)C5CCN(C)C5=O)cc4F)c23)cc1, O=C(O)C(F)(F)F. The product is CNC(=O)c1ccc(-c2n[nH]c3nccc(Oc4ccc(NC(=O)C5CCN(C)C5=O)cc4F)c23)cc1. Starting materials: FC(C(=O)N1CC2C=3C=C(C(=CC3C(C1)C2)O)N)(F)F (2,2,2-Trifluoro-1-(4-hydroxy-5-amino-10-aza-tricyclo[6.3.1.02,7]dodeca-2(7),3,5-trien-10-yl)-ethanone), C(CC)(=O)Cl (propionyl chloride). Yields the product Cl.C(C)C=1OC2=CC=3C4CNCC(C3C=C2N1)C4 (6-ETHYL-5-OXA-7,13-DIAZATETRACYCLO[9.3.1.02,10.04,8]-PENTADECA-2(10),3,6,8-TETRAENE HYDROCHLORIDE). As a reaction SMILES: FC(F)(F)C([N:5]1[CH2:15][CH:14]2[CH2:16][CH:7]([C:8]3[CH:9]=[C:10]([NH2:18])[C:11]([OH:17])=[CH:12][C:13]=32)[CH2:6]1)=O.[C:21]([Cl:25])(=O)[CH2:22][CH3:23]>>[ClH:25].[CH2:22]([C:23]1[O:17][C:11]2[C:10]([N:18]=1)=[CH:9][C:8]1[CH:7]3[CH2:16][CH:14]([CH2:15][NH:5][CH2:6]3)[C:13]=1[CH:12]=2)[CH3:21] |f:2.3|. Procedure: 2,2,2-Trifluoro-1-(4-hydroxy-5-amino-10-aza-tricyclo[6.3.1.02,7]dodeca-2(7),3,5-trien-10-yl)-ethanone and propionyl chloride were converted to the title compound following the procedures described in Example 40 and Goldstein, S. W.; Dambek, P. J. J. Het. Chem. 1990, 27, 335. 1H NMR (400 MHz, CD3OD) δ 7.64 (s, 1H), 7.62 (s, 1H), 3.48 (d, J=2.5 Hz, 2H), 3.41 (d, J=12.0 Hz, 2H), 3.20 (2H), 3.01 (q, J=7.5 Hz, 2H), 2.45 (m, 1H), 2.17 (d, J=11.5 Hz, 1H), 1.42 (t, J=7.5 Hz, 3H). APCI MS m/e 229.2 [(M+1...